From a dataset of the Open Reaction Database (ORD), a public repository of structured organic reaction records. describe an organic reaction: reactants, conditions, products, and yield The product is C=CCNc1nc(N)nc2ccc([N+](=O)[O-])cc12. As a reaction SMILES: [CH2:24]1[O:25][CH2:26][CH2:27][CH2:28]1.[CH2:2]([CH:3]=[CH2:4])[NH:5][c:6]1[n:7][c:8]([Cl:19])[n:9][c:10]2[cH:11][cH:12][c:13]([N+:16](=[O:17])[O-:18])[cH:14][c:15]12.[CH3:21][CH2:22][OH:23].[NH3:1].[OH2:20]>>[NH2:1][c:8]1[n:7][c:6]([NH:5][CH2:2][CH:3]=[CH2:4])[c:15]2[c:10]([n:9]1)[cH:11][cH:12][c:13]([N+:16](=[O:17])[O-:18])[cH:14]2. The reactants are C1CCOC1, C=CCNc1nc(Cl)nc2ccc([N+](=O)[O-])cc12, CCO, N, O.